This data is from the Open Reaction Database (ORD), a public repository of structured organic reaction records. The task is: describe an organic reaction: reactants, conditions, products, and yield Run at temperature 120 celsius. As a reaction SMILES: [OH:1][CH2:2][CH2:3][NH:4][C:5]1[CH:10]=[CH:9][C:8]([CH3:11])=[CH:7][CH:6]=1.[H][H].[CH2:14]=O>[Pd].O>[CH3:14][N:4]([CH2:3][CH2:2][OH:1])[C:5]1[CH:10]=[CH:9][C:8]([CH3:11])=[CH:7][CH:6]=1. Reagents/catalysts: [Pd] (palladium on carbon). The solvent is O (water). Procedure: N-(2-hydroxyethyl)-p-toluidine, 50 g, was combined with 1 g 5% palladium on carbon catalyst and charged to a pressure reactor. The pressure reactor was heated to 120° C. and fed hydrogen gas to maintain 120 psig pressure. Formaldehyde, 178 g 37% solution in water, was fed to the pressure reactor over 10 hours. After hydrogen uptake ceased, the reaction mass was filtered to remove catalyst and decanted to separate the aqueous phase. Product: CN(C1=CC=C(C=C1)C)CCO (N-methyl-N-(2-hydroxyethyl)-p-toluidine). The reactants are C=O (Formaldehyde), solution, OCCNC1=CC=C(C=C1)C (N-(2-hydroxyethyl)-p-toluidine), [H][H] (hydrogen), [H][H] (hydrogen). Starting materials: C1(=CC=CC=C1)P(C1=CC=CC=C1)C1=CC=CC=C1 (triphenylphosphine), CC(C)OC(=O)/N=N/C(=O)OC(C)C (diisopropylazodicarboxylate), [Si](C1=CC=CC=C1)(C1=CC=CC=C1)(C(C)(C)C)OCC(C(=O)OC)O (Methyl 3-t-butyldiphenylsilyloxy-2-hydroxypropionate), C(C)(=S)O (thioacetic acid). Run in C1CCOC1 (THF), C1CCOC1 (THF). Reaction conditions: temperature 0 celsius, time 1 hour. Product: [Si](C1=CC=CC=C1)(C1=CC=CC=C1)(C(C)(C)C)OCC(C(=O)OC)OC(C)=S (Methyl 3-t-butyldiphenylsilyloxy-2-thioacetoxypropionate). Isolated yield 61.6%. RXN SMILES: C1(P(C2C=CC=CC=2)C2C=CC=CC=2)C=CC=CC=1.CC(OC(/N=N/C(OC(C)C)=O)=O)C.[Si:34]([O:51][CH2:52][CH:53]([OH:58])[C:54]([O:56][CH3:57])=[O:55])([C:47]([CH3:50])([CH3:49])[CH3:48])([C:41]1[CH:46]=[CH:45][CH:44]=[CH:43][CH:42]=1)[C:35]1[CH:40]=[CH:39][CH:38]=[CH:37][CH:36]=1.[C:59](O)(=[S:61])[CH3:60]>C1COCC1>[Si:34]([O:51][CH2:52][CH:53]([O:58][C:59](=[S:61])[CH3:60])[C:54]([O:56][CH3:57])=[O:55])([C:47]([CH3:50])([CH3:49])[CH3:48])([C:41]1[CH:46]=[CH:45][CH:44]=[CH:43][CH:42]=1)[C:35]1[CH:36]=[CH:37][CH:38]=[CH:39][CH:40]=1. Procedure details: To a solution of triphenylphosphine (101 g, 385 mmol, 2 eq) in THF (1.5 L) was added diisopropylazodicarboxylate (76 mL, 386 mmol, 2 eq) at 0° C. The mixture was stirred at 0° C. for 1 hr and was followed by the addition of a solution of methyl 3-t-butyldiphenylsilyloxy-2-hydroxypropionate (example 39) (68.89 g, 192 mmol) and thioacetic acid (27.6 mL, 386 mmol, 2 eq.) in THF, to the same temperature. The mixture was stirred at 0° C. for 1 hr and at room temperature for 18 hr. The solution was co... Reactants: CC#N, Cl, COc1ccc(O)c(CO)c1, c1ccc(P(c2ccccc2)c2ccccc2)cc1. Product: [Cl-], COc1ccc(O)c(C[P+](c2ccccc2)(c2ccccc2)c2ccccc2)c1. RXN SMILES: [CH3:32][C:33]#[N:34].[ClH:1].[OH:2][c:3]1[c:4]([CH2:5][OH:6])[cH:7][c:8]([O:11][CH3:12])[cH:9][cH:10]1.[c:13]1([P:19]([c:20]2[cH:21][cH:22][cH:23][cH:24][cH:25]2)[c:26]2[cH:27][cH:28][cH:29][cH:30][cH:31]2)[cH:14][cH:15][cH:16][cH:17][cH:18]1>>[Cl-:1].[OH:2][c:3]1[c:4]([CH2:5][P+:19]([c:13]2[cH:14][cH:15][cH:16][cH:17][cH:18]2)([c:20]2[cH:21][cH:22][cH:23][cH:24][cH:25]2)[c:26]2[cH:27][cH:28][cH:29][cH:30][cH:31]2)[cH:7][c:8]([O:11][CH3:12])[cH:9][cH:10]1. Reactants: C[O-], COC(=O)NC=Cc1ccc(OC(C)=O)cc1, CO, [Na+]. Yields the product COC(=O)NC=Cc1ccc(O)cc1. Reaction SMILES: [CH3:18][O-:19].[CH3:1][O:2][C:3](=[O:4])[NH:5][CH:6]=[CH:7][c:8]1[cH:9][cH:10][c:11]([O:14][C:15](=[O:16])[CH3:17])[cH:12][cH:13]1.[CH3:21][OH:22].[Na+:20]>>[CH3:1][O:2][C:3](=[O:4])[NH:5][CH:6]=[CH:7][c:8]1[cH:9][cH:10][c:11]([OH:14])[cH:12][cH:13]1. The reactants are C(C1=CC=CC=C1)[Mg]Cl (benzylmagnesium chloride), C(C1=CC=CC=C1)(=O)C1=CC=CC=C1 (benzophenone). The solvent is C1CCOC1 (THF). Reaction conditions: temperature 0 celsius, time 1 hour. Product: C1(=CC=CC=C1)C(=CC1=CC=CC=C1)C1=CC=CC=C1 (1,1,2-Triphenylethylene). As a reaction SMILES: [CH2:1]([Mg]Cl)[C:2]1[CH:7]=[CH:6][CH:5]=[CH:4][CH:3]=1.[C:10]([C:18]1[CH:23]=[CH:22][CH:21]=[CH:20][CH:19]=1)(=O)[C:11]1[CH:16]=[CH:15][CH:14]=[CH:13][CH:12]=1>C1COCC1>[C:11]1([C:10]([C:18]2[CH:23]=[CH:22][CH:21]=[CH:20][CH:19]=2)=[CH:1][C:2]2[CH:7]=[CH:6][CH:5]=[CH:4][CH:3]=2)[CH:16]=[CH:15][CH:14]=[CH:13][CH:12]=1. Reported procedure: Into a reactor was introduced 41 mL (55 mmol; 1.06 M THF solution) of benzylmagnesium chloride under a nitrogen atmosphere. The contents were cooled to 0° C. Thereafter, a solution prepared by mixing 9.11 g (50.0 mmol) of benzophenone with 18 mL of THF was gradually added dropwise thereto, and this mixture was stirred at room temperature for 1 hour. The resultant reaction mixture was washed with 0.1 M hydrochloric acid, saturated aqueous sodium hydrogen carbonate solution, and saturated aqueous ...